Task: describe an organic reaction: reactants, conditions, products, and yield. Dataset: the Open Reaction Database (ORD), a public repository of structured organic reaction records Starting materials: CC[C@H](C)C(=O)O[C@H]1C[C@H](C=C2[C@H]1[C@H]([C@H](C=C2)C)CC[C@@H]3C[C@H](CC(=O)O3)O)C (Lovastatin), C(C1=CC=CC=C1)N (benzylamine), CC[C@H](C)C(=O)O[C@H]1C[C@H](C=C2[C@H]1[C@H]([C@H](C=C2)C)CC[C@@H]3C[C@H](CC(=O)O3)O)C (Lovastatin). Solvent: C1(=CC=CC=C1)C (toluene). Conditions: temperature 80 celsius. The product is CC[C@H](C)C(=O)O[C@H]1C[C@H](C=C2[C@H]1[C@H]([C@H](C=C2)C)CC[C@@H]3C[C@H](CC(=O)O3)O)C.C(C1=CC=CC=C1)[NH-] (lovastatin benzylamide). As a reaction SMILES: [CH3:1][CH2:2][C@@H:3]([C:5]([O:7][C@@H:8]1[C@@H:13]2[C@@H:14]([CH2:19][CH2:20][C@H:21]3[O:27][C:25](=[O:26])[CH2:24][C@H:23]([OH:28])[CH2:22]3)[C@@H:15]([CH3:18])[CH:16]=[CH:17][C:12]2=[CH:11][C@H:10]([CH3:29])[CH2:9]1)=[O:6])[CH3:4].[CH2:30]([NH2:37])[C:31]1[CH:36]=[CH:35][CH:34]=[CH:33][CH:32]=1>C1(C)C=CC=CC=1>[CH3:1][CH2:2][C@@H:3]([C:5]([O:7][C@@H:8]1[C@@H:13]2[C@@H:14]([CH2:19][CH2:20][C@H:21]3[O:27][C:25](=[O:26])[CH2:24][C@H:23]([OH:28])[CH2:22]3)[C@@H:15]([CH3:18])[CH:16]=[CH:17][C:12]2=[CH:11][C@H:10]([CH3:29])[CH2:9]1)=[O:6])[CH3:4].[CH2:30]([NH-:37])[C:31]1[CH:36]=[CH:35][CH:34]=[CH:33][CH:32]=1 |f:3.4|. Reported procedure: A mixture of Lovastatin (50 g, 0.124 mol) and benzylamine (46.32 g, 0.432 mol) was mixed with toluene (25 ml) and heated to 80° C. under nitrogen atmosphere for 1 hour. Absence of Lovastatin was monitored by HPLC. Excess benzylamine and toluene were distilled off at 85-90° C. under reduced pressure (5-10 mm Hg). The residue was mixed with xylenes (50 ml) and distilled again at 85-90° C. under reduced pressure (5-10 mm Hg) to get product, lovastatin benzylamide, as light brown viscous liquid. Yie... Reactants: [Cu]I, O=C1CCc2cc(I)ccc2N1, N#C[Na], c1ccc(P(c2ccccc2)(c2ccccc2)[Pd](P(c2ccccc2)(c2ccccc2)c2ccccc2)(P(c2ccccc2)(c2ccccc2)c2ccccc2)P(c2ccccc2)(c2ccccc2)c2ccccc2)cc1. Reaction SMILES: [Cu:16][I:17].[I:1][c:2]1[cH:3][c:4]2[c:9]([cH:10][cH:11]1)[NH:8][C:7](=[O:12])[CH2:6][CH2:5]2.[Na:13][C:14]#[N:15].[cH:18]1[cH:19][cH:20][c:21]([P:22]([Pd:23]([P:24]([c:25]2[cH:26][cH:27][cH:28][cH:29][cH:30]2)([c:31]2[cH:32][cH:33][cH:34][cH:35][cH:36]2)[c:37]2[cH:38][cH:39][cH:40][cH:41][cH:42]2)([P:43]([c:44]2[cH:45][cH:46][cH:47][cH:48][cH:49]2)([c:50]2[cH:51][cH:52][cH:53][cH:54][cH:55]2)[c:56]2[cH:57][cH:58][cH:59][cH:60][cH:61]2)[P:62]([c:63]2[cH:64][cH:65][cH:66][cH:67][cH:68]2)([c:69]2[cH:70][cH:71][cH:72][cH:73][cH:74]2)[c:75]2[cH:76][cH:77][cH:78][cH:79][cH:80]2)([c:81]2[cH:82][cH:83][cH:84][cH:85][cH:86]2)[c:87]2[cH:88][cH:89][cH:90][cH:91][cH:92]2)[cH:93][cH:94]1>>[c:2]1([C:14]#[N:15])[cH:3][c:4]2[c:9]([cH:10][cH:11]1)[NH:8][C:7](=[O:12])[CH2:6][CH2:5]2. The product is N#Cc1ccc2c(c1)CCC(=O)N2. Starting materials: CCOP(=O)(C=Cc1cn(-c2ccccc2)nc1OCc1ccc(OCc2nc(-c3cccc(C(=O)O)c3)oc2C)c(OC)c1)OCC, CCN=C=NCCCN(C)C, CN(C)C=O, Cl, N, O, On1nnc2ccccc21. Product: CCOP(=O)(C=Cc1cn(-c2ccccc2)nc1OCc1ccc(OCc2nc(-c3cccc(C(N)=O)c3)oc2C)c(OC)c1)OCC. RXN SMILES: [CH2:1]([CH3:2])[O:3][P:4](=[O:5])([O:6][CH2:7][CH3:8])[CH:9]=[CH:10][c:11]1[c:12]([O:22][CH2:23][c:24]2[cH:25][c:26]([O:47][CH3:48])[c:27]([O:28][CH2:29][c:30]3[n:31][c:32](-[c:36]4[cH:37][c:38]([C:39](=[O:40])[OH:41])[cH:42][cH:43][cH:44]4)[o:33][c:34]3[CH3:35])[cH:45][cH:46]2)[n:13][n:14](-[c:16]2[cH:17][cH:18][cH:19][cH:20][cH:21]2)[cH:15]1.[CH2:61]([N:62]=[C:63]=[N:64][CH2:65][CH2:66][CH2:67][N:68]([CH3:69])[CH3:70])[CH3:71].[CH3:72][N:73]([CH3:74])[CH:75]=[O:76].[ClH:60].[NH3:49].[OH2:77].[OH:50][n:51]1[c:52]2[cH:53][cH:54][cH:55][cH:56][c:57]2[n:58][n:59]1>>[CH2:1]([CH3:2])[O:3][P:4](=[O:5])([O:6][CH2:7][CH3:8])[CH:9]=[CH:10][c:11]1[c:12]([O:22][CH2:23][c:24]2[cH:25][c:26]([O:47][CH3:48])[c:27]([O:28][CH2:29][c:30]3[n:31][c:32](-[c:36]4[cH:37][c:38]([C:39](=[O:40])[NH2:49])[cH:42][cH:43][cH:44]4)[o:33][c:34]3[CH3:35])[cH:45][cH:46]2)[n:13][n:14](-[c:16]2[cH:17][cH:18][cH:19][cH:20][cH:21]2)[cH:15]1. Procedure: A solution of 1-benzyl-4-[3-methyl-5-(trifluoromethyl)-4H-1,2,4-triazol-4-yl]piperidine (2.97 g) in ethanol (45 ml) was hydrogenated under a hydrogen filled balloon using 20% palladium hydroxide on charcoal as catalyst. The mixture was filtered through celite and evaporated to dryness to give the title compound, yield 2.14 g, LC-MS M+H 235, NMR (CDCl3); 1.90 (2H, d), 2.16 (2H, m), 2.42 (1H, br N—H), 2.66 (3H, s), 2.78 (2H, t), 3.32 (1H, d), 4.26 (1H, m). Reaction SMILES: C([N:8]1[CH2:13][CH2:12][CH:11]([N:14]2[C:18]([C:19]([F:22])([F:21])[F:20])=[N:17][N:16]=[C:15]2[CH3:23])[CH2:10][CH2:9]1)C1C=CC=CC=1>C(O)C.[OH-].[OH-].[Pd+2]>[CH3:23][C:15]1[N:14]([CH:11]2[CH2:12][CH2:13][NH:8][CH2:9][CH2:10]2)[C:18]([C:19]([F:22])([F:20])[F:21])=[N:17][N:16]=1 |f:2.3.4|. The reactants are C(C1=CC=CC=C1)N1CCC(CC1)N1C(=NN=C1C(F)(F)F)C (1-benzyl-4-[3-methyl-5-(trifluoromethyl)-4H-1,2,4-triazol-4-yl]piperidine). Run in C(C)O (ethanol). The product is CC1=NN=C(N1C1CCNCC1)C(F)(F)F (4-[3-methyl-5-(trifluoromethyl)-4H-1,2,4-triazol-4-yl]piperidine). Reagents/catalysts: [OH-].[OH-].[Pd+2] (palladium hydroxide on charcoal).